From a dataset of the Open Reaction Database (ORD), a public repository of structured organic reaction records. describe an organic reaction: reactants, conditions, products, and yield Reactants: CC1=CC=C(C=C1)S(=O)(=O)N1CCC(CC1)C1=CC=C(C=C1)CCCCC(=O)O (5-[4-[1-(4-methylphenylsulfonyl)piperidin-4-yl]phenyl]pentanoic acid), C(C(=O)Cl)(=O)Cl (oxalyl chloride), CN(C)C=O (DMF). Run in C1CCOC1 (THF). Conditions: temperature 0 celsius, time 30 minute. Product: CC1=CC=C(C=C1)S(=O)(=O)N1CCC(CC1)C1=CC2=C(CCCCC2=O)C=C1 (3-[1-(4-methylphenylsulfonyl)piperidin-4-yl]-6,7,8,9-tetrahydro-5H-benzocyclohepten-5-one). Isolated yield 66.9%. Reaction SMILES: [CH3:1][C:2]1[CH:7]=[CH:6][C:5]([S:8]([N:11]2[CH2:16][CH2:15][CH:14]([C:17]3[CH:22]=[CH:21][C:20]([CH2:23][CH2:24][CH2:25][CH2:26][C:27](O)=[O:28])=[CH:19][CH:18]=3)[CH2:13][CH2:12]2)(=[O:10])=[O:9])=[CH:4][CH:3]=1.C(Cl)(=O)C(Cl)=O.CN(C=O)C>C1COCC1>[CH3:1][C:2]1[CH:7]=[CH:6][C:5]([S:8]([N:11]2[CH2:12][CH2:13][CH:14]([C:17]3[CH:18]=[CH:19][C:20]4[CH2:23][CH2:24][CH2:25][CH2:26][C:27](=[O:28])[C:21]=4[CH:22]=3)[CH2:15][CH2:16]2)(=[O:10])=[O:9])=[CH:4][CH:3]=1. Reported procedure: To a solution of 5-[4-[1-(4-methylphenylsulfonyl)piperidin-4-yl]phenyl]pentanoic acid (0.50 g) in THF (10 ml) were added at room temperature oxalyl chloride (0.21 ml) and a drop of DMF, and the mixture was stirred for 1 hour. Under reduced pressure, the mixture was concentrated, and the residue was dissolved in dichloromethane (10 ml). To the mixture was added at 0° C. aluminum chloride (0.35 g), and the mixture was stirred at 0° C. for 30 minutes and then at room temperature for 5 minutes. The ...